This data is from the Open Reaction Database (ORD), a public repository of structured organic reaction records. The task is: describe an organic reaction: reactants, conditions, products, and yield Reactants: ON1C(CCCC1(C)C)(C)C (1-oxyl-2,2,6,6-tetramethylpiperidine), N(=O)OC(C)(C)C (tert-butyl nitrite), NC1=CC=C(C(=O)C2=CC=CC=C2)C=C1 (4-aminobenzophenone). The reagents and catalysts are [Cu](F)F (copper(II) fluoride). The solvent is N1=CC=CC=C1 (pyridine), N1=CC=CC=C1 (pyridine). The product is C(C1=CC=CC=C1)(=O)C1=CC=C(ON2C(CCCC2(C)C)(C)C)C=C1 (1-(4-Benzoylphenoxy)-2,2,6,6-tetramethylpiperidine). Yield: 80.6%. Reaction SMILES: [OH:1][N:2]1[C:7]([CH3:9])([CH3:8])[CH2:6][CH2:5][CH2:4][C:3]1([CH3:11])[CH3:10].N(OC(C)(C)C)=O.N[C:20]1[CH:33]=[CH:32][C:23]([C:24]([C:26]2[CH:31]=[CH:30][CH:29]=[CH:28][CH:27]=2)=[O:25])=[CH:22][CH:21]=1>N1C=CC=CC=1.[Cu](F)F>[C:24]([C:26]1[CH:31]=[CH:30][C:29]([O:1][N:2]2[C:7]([CH3:9])([CH3:8])[CH2:6][CH2:5][CH2:4][C:3]2([CH3:11])[CH3:10])=[CH:28][CH:27]=1)(=[O:25])[C:23]1[CH:32]=[CH:33][CH:20]=[CH:21][CH:22]=1. Reported procedure: The procedure of Example 1 is repeated using 1.95 g (12.5 mmol) of 1-oxyl-2,2,6,6-tetramethylpiperidine, 3.92 g (38 mmol) of tert-butyl nitrite, 12.5 mg (0.125 mmol) of copper(II) fluoride, 120 mL of pyridine and 4.93 g (25 mmol) of 4-aminobenzophenone in 40 mL of pyridine at 70° C. The crude product obtained is purified by vacuum flash chromatography (heptane) to give 3.40 g of the title compound as a light yellow oil in 80.6% yield. The structure is confirmed by 1Hnmr, elemental and mass spect... Reaction conditions: time 8 hour. Starting materials: BrC1=CC(=C(C(=O)/C(/C(=O)OCC)=C/N(C)C)C=C1)[N+](=O)[O-] ((Z)-ethyl 2-(4-bromo-2-nitrobenzoyl)-3-(dimethylamino)acrylate), Cl.O1CCOCC(C1)NN ((1,4-dioxepan-6-yl)hydrazine hydrochloride). Reaction SMILES: [Br:1][C:2]1[CH:19]=[CH:18][C:5]([C:6](/[C:8](=[CH:14]/[N:15](C)C)/[C:9]([O:11][CH2:12][CH3:13])=[O:10])=O)=[C:4]([N+:20]([O-:22])=[O:21])[CH:3]=1.Cl.[O:24]1[CH2:30][CH:29]([NH:31]N)[CH2:28][O:27][CH2:26][CH2:25]1>C(#N)C.O>[Br:1][C:2]1[CH:19]=[CH:18][C:5]([C:6]2[N:31]([CH:29]3[CH2:28][O:27][CH2:26][CH2:25][O:24][CH2:30]3)[N:15]=[CH:14][C:8]=2[C:9]([O:11][CH2:12][CH3:13])=[O:10])=[C:4]([N+:20]([O-:22])=[O:21])[CH:3]=1 |f:1.2|. Run in O (water), C(C)#N (acetonitrile). Isolated yield 53.6%. Product: BrC1=CC(=C(C=C1)C1=C(C=NN1C1COCCOC1)C(=O)OCC)[N+](=O)[O-] (ethyl 5-(4-bromo-2-nitrophenyl)-1-(1,4-dioxepan-6-yl)-1H-pyrazole-4-carboxylate). Reported procedure: To a solution of (Z)-ethyl 2-(4-bromo-2-nitrobenzoyl)-3-(dimethylamino)acrylate (642 mg) in acetonitrile (8 mL) was added a solution of (1,4-dioxepan-6-yl)hydrazine hydrochloride (341 mg) obtained in Preparation Example 16 in water (2 mL) at room temperature. The reaction mixture was stirred at room temperature overnight and further stirred at 50° C. for 9.5 hours. The reaction mixture was returned to room temperature and partitioned by adding ethyl acetate and water. The aqueous layer was extra... Reactants: [Si](C)(C)(C(C)(C)C)C1=C(C(=NC(=C1Cl)N1C[C@H](NCC1)[C@@](C)(C(C)C)O[Si](C)(C)C)C1=NNC2=NC=CC=C21)F (3-(4-(tert-butyldimethylsilyl)-5-chloro-3-fluoro-6-((S)-3-((R)-3-methyl-2-(trimethylsilyloxy)butan-2-yl)piperazin-1-yl)pyridin-2-yl)-1H-pyrazolo[3,4-b]pyridine), [F-].C(CCC)[N+](CCCC)(CCCC)CCCC (Tetrabutylammonium fluoride). Run in C1CCOC1 (THF), C(C)(=O)OCC (ethyl acetate). Run at time 48 hour. Product: ClC=1C(=NC(=C(C1)F)C1=NNC2=NC=CC=C21)N2C[C@H](NCC2)[C@@](C)(C(C)C)O ((R)-2-((S)-4-(3-chloro-5-fluoro-6-(1H-pyrazolo[3,4-b]pyridin-3-yl)pyridin-2-yl)piperazin-2-yl)-3-methylbutan-2-ol). Yield: 84.5%. As a reaction SMILES: [Si]([C:8]1[C:13]([Cl:14])=[C:12]([N:15]2[CH2:20][CH2:19][NH:18][C@H:17]([C@:21]([O:26][Si](C)(C)C)([CH:23]([CH3:25])[CH3:24])[CH3:22])[CH2:16]2)[N:11]=[C:10]([C:31]2[C:39]3[C:34](=[N:35][CH:36]=[CH:37][CH:38]=3)[NH:33][N:32]=2)[C:9]=1[F:40])(C(C)(C)C)(C)C.[F-].C([N+](CCCC)(CCCC)CCCC)CCC>C1COCC1.C(OCC)(=O)C>[Cl:14][C:13]1[C:12]([N:15]2[CH2:20][CH2:19][NH:18][C@H:17]([C@:21]([OH:26])([CH:23]([CH3:24])[CH3:25])[CH3:22])[CH2:16]2)=[N:11][C:10]([C:31]2[C:39]3[C:34](=[N:35][CH:36]=[CH:37][CH:38]=3)[NH:33][N:32]=2)=[C:9]([F:40])[CH:8]=1 |f:1.2|. Procedure details: 3-(4-(tert-butyldimethylsilyl)-5-chloro-3-fluoro-6-((S)-3-((R)-3-methyl-2-(trimethylsilyloxy)butan-2-yl)piperazin-1-yl)pyridin-2-yl)-1H-pyrazolo[3,4-b]pyridine (125 g, 206.5 mmol) was dissolved in THF (450 mL) at ambient temperature. Tetrabutylammonium fluoride (433.6 mL of 1 M THF solution, 433.6 mmol) was added dropwise via cannula to the yellow solution. The internal temperature increased from 21.3° C. to 27.7° C. The reaction was stirred for 48 hours. The mixture was then diluted with ethyl ... Reported procedure: A mixture of 3-(6-phenyl-pyridazin-3-yl)-3,9-diaza-bicyclo[3.3.1]nonane free base (0.20 g, 0.71 mmol), bromoethane (0.059 ml, 0.78 mmol), N,N-diisopropylethylamine (0.18 g, 1.42 mmol) and dimethylformamide (5 ml) was stirred at 80° C. for 2 hours. Aqueous sodium hydroxide (20 ml, 1 M) was added and the mixture was extracted twice with diethylether (2×20 ml). Chromatography on silica gel with dichloromethane, 10% methanol and 1% aqueous ammonia as solvent gave the title compound as a crystalline ... The product is C(C)N1C2CN(CC1CCC2)C=2N=NC(=CC2)C2=CC=CC=C2 (9-Ethyl-3-(6-phenyl-pyridazin-3-yl)-3,9-diaza-bicyclo[3.3.1]nonane). Reactants: [OH-].[Na+] (sodium hydroxide), C1(=CC=CC=C1)C1=CC=C(N=N1)N1CC2CCCC(C1)N2 (3-(6-phenyl-pyridazin-3-yl)-3,9-diaza-bicyclo[3.3.1]nonane), BrCC (bromoethane), C(C)(C)N(C(C)C)CC (N,N-diisopropylethylamine). The solvent is CN(C=O)C (dimethylformamide). As a reaction SMILES: [C:1]1([C:7]2[N:12]=[N:11][C:10]([N:13]3[CH2:20][CH:19]4[NH:21][CH:15]([CH2:16][CH2:17][CH2:18]4)[CH2:14]3)=[CH:9][CH:8]=2)[CH:6]=[CH:5][CH:4]=[CH:3][CH:2]=1.Br[CH2:23][CH3:24].C(N(CC)C(C)C)(C)C.[OH-].[Na+]>CN(C)C=O>[CH2:23]([N:21]1[CH:15]2[CH2:16][CH2:17][CH2:18][CH:19]1[CH2:20][N:13]([C:10]1[N:11]=[N:12][C:7]([C:1]3[CH:2]=[CH:3][CH:4]=[CH:5][CH:6]=3)=[CH:8][CH:9]=1)[CH2:14]2)[CH3:24] |f:3.4|. Run at temperature 80 celsius, time 2 hour. Reactants: C(C)(=O)N1CCN(CC1)CCOC1=CC=C(C=C1)N1CCN(CC1)C=1CCC=2N(N1)C(=NN2)C(F)(F)F (6-(4-{4-[2-(4-acetylpiperazin-1-yl)ethoxy]phenyl}piperazin-1-yl)-3-(trifluoromethyl)-7,8-dihydro[1,2,4]triazolo[4,3-b]pyridazine), C(CCCC)(=O)O (pentanoic acid). Product: C(CCCC)(=O)N1CCN(CC1)CCOC1=CC=C(C=C1)N1CCN(CC1)C=1CCC=2N(N1)C(=NN2)C(F)(F)F (6-(4-{4-[2-(4-pentanoylpiperazin-1-yl)ethoxy]phenyl}piperazin-1-yl)-3-(trifluoromethyl)-7,8-dihydro[1,2,4]triazolo[4,3-b]pyridazine). The yield is 77.0%. RXN SMILES: [C:1]([N:4]1[CH2:9][CH2:8][N:7]([CH2:10][CH2:11][O:12][C:13]2[CH:18]=[CH:17][C:16]([N:19]3[CH2:24][CH2:23][N:22]([C:25]4[CH2:26][CH2:27][C:28]5[N:29]([C:31]([C:34]([F:37])([F:36])[F:35])=[N:32][N:33]=5)[N:30]=4)[CH2:21][CH2:20]3)=[CH:15][CH:14]=2)[CH2:6][CH2:5]1)(=[O:3])[CH3:2].[C:38](O)(=O)[CH2:39][CH2:40]CC>>[C:1]([N:4]1[CH2:5][CH2:6][N:7]([CH2:10][CH2:11][O:12][C:13]2[CH:14]=[CH:15][C:16]([N:19]3[CH2:24][CH2:23][N:22]([C:25]4[CH2:26][CH2:27][C:28]5[N:29]([C:31]([C:34]([F:36])([F:35])[F:37])=[N:32][N:33]=5)[N:30]=4)[CH2:21][CH2:20]3)=[CH:17][CH:18]=2)[CH2:8][CH2:9]1)(=[O:3])[CH2:2][CH2:38][CH2:39][CH3:40]. Reported procedure: Obtained in 77% yield by an analogous method to Example 4.1, starting from 6-[4-[4-[2-(piperazin-1-yl)ethoxy]phenyl]piperazin-1-yl]-3-(trifluoromethyl)-7,8-dihydro-[1,2,4]triazolo[4,3-b]pyridazine (obtained as described in Example 32, preparation of starting materials) and pentanoic acid. Starting materials: ClCC1=CC=C(C=C1)C=1C(=NC=CN1)NS(=O)(=O)C1=C(C=CC=C1)C(F)(F)F (N-{3-[4-(chloromethyl)phenyl]pyrazin-2-yl}-2-(trifluoromethyl)benzenesulfonamide), ClCC1=CC=C(C=C1)C=1C(=NC=CN1)NS(=O)(=O)C1=C(C=CC=C1)C(F)(F)F (N-{3-[4-(chloromethyl)phenyl]pyrazin-2-yl}-2-(trifluoromethyl)benzenesulfonamide), ClC=1C=C(C=CC1)O (3-chlorophenol). The product is ClC=1C=C(OCC2=CC=C(C=C2)C=2C(=NC=CN2)NS(=O)(=O)C2=C(C=CC=C2)C(F)(F)F)C=CC1 (N-{3-[4-(3-Chloro-phenoxymethyl)-phenyl]-pyrazin-2-yl}-2-trifluoromethyl-benzenesulfonamide). Yield: 70.0%. RXN SMILES: Cl[CH2:2][C:3]1[CH:8]=[CH:7][C:6]([C:9]2[C:10]([NH:15][S:16]([C:19]3[CH:24]=[CH:23][CH:22]=[CH:21][C:20]=3[C:25]([F:28])([F:27])[F:26])(=[O:18])=[O:17])=[N:11][CH:12]=[CH:13][N:14]=2)=[CH:5][CH:4]=1.[Cl:29][C:30]1[CH:31]=[C:32]([OH:36])[CH:33]=[CH:34][CH:35]=1>>[Cl:29][C:30]1[CH:31]=[C:32]([CH:33]=[CH:34][CH:35]=1)[O:36][CH2:2][C:3]1[CH:8]=[CH:7][C:6]([C:9]2[C:10]([NH:15][S:16]([C:19]3[CH:24]=[CH:23][CH:22]=[CH:21][C:20]=3[C:25]([F:27])([F:26])[F:28])(=[O:17])=[O:18])=[N:11][CH:12]=[CH:13][N:14]=2)=[CH:5][CH:4]=1. Procedure: Following the general method as outlined in Example 1 (Method A), starting from N-{3-[4-(chloromethyl)phenyl]pyrazin-2-yl}-2-(trifluoromethyl)benzenesulfonamide (Intermediate 9), and 3-chlorophenol, the title compound was isolated as a yellow solid in 70% yield (98% purity by HPLC). The reactants are CCCCOc1ccc(C(=O)OCC)cc1, CS(C)=O, CCO, Cl, [Na+], [OH-], O. Yields the product CCCCOc1ccc(C(=O)O)cc1. Reaction SMILES: [CH2:1]([CH2:2][CH2:3][CH3:4])[O:5][c:6]1[cH:7][cH:8][c:9]([C:10](=[O:11])[O:12][CH2:13][CH3:14])[cH:15][cH:16]1.[CH3:20][S:21]([CH3:22])=[O:23].[CH3:24][CH2:25][OH:26].[ClH:19].[Na+:18].[OH-:17].[OH2:27]>>[CH2:1]([CH2:2][CH2:3][CH3:4])[O:5][c:6]1[cH:7][cH:8][c:9]([C:10](=[O:11])[OH:12])[cH:15][cH:16]1.